This data is from the Open Reaction Database (ORD), a public repository of structured organic reaction records. The task is: describe an organic reaction: reactants, conditions, products, and yield Reactants: C1COCCO1, CCc1ccccc1-c1c(OC)cnn(C)c1=O, CCOC(C)=O, Cl, [K+], [OH-], O. Yields the product CCc1ccccc1-c1c(O)cnn(C)c1=O. As a reaction SMILES: [CH2:29]1[O:30][CH2:31][CH2:32][O:33][CH2:34]1.[CH2:3]([CH3:4])[c:5]1[c:6](-[c:11]2[c:12](=[O:20])[n:13]([CH3:19])[n:14][cH:15][c:16]2[O:17][CH3:18])[cH:7][cH:8][cH:9][cH:10]1.[CH3:22][CH2:23][O:24][C:25](=[O:26])[CH3:27].[ClH:21].[K+:2].[OH-:1].[OH2:28]>>[CH2:3]([CH3:4])[c:5]1[c:6](-[c:11]2[c:12](=[O:20])[n:13]([CH3:19])[n:14][cH:15][c:16]2[OH:17])[cH:7][cH:8][cH:9][cH:10]1.